This data is from the Open Reaction Database (ORD), a public repository of structured organic reaction records. The task is: describe an organic reaction: reactants, conditions, products, and yield Yield: 62.0%. Procedure: A mixture of 3-bromo-5-methyl-7-(trifluoroacetyl)-6,7,8,9-tetrahydro-5H -pyrido[2,3-d]azepin-2-ol (30.0 mg, 85.0 μmol), Tf2O (50 μl), K2CO3 (18 mg) and DCM (1 ml) was stirred for 16 h at room temperature. The mixture was extracted with sat. aq. NaHCO3, dried over Na2SO4, concentrated in vacuo and purified by column chromatography to yield 11.0 mg (26%) of 3-bromo-5-methyl-7-(trifluoroacetyl)-6,7,8,9-tetrahydro-5H-pyrido[2,3-d]azepin-2-yl trifluoromethanesulfonate. A mixture of methylamine (50 μl... As a reaction SMILES: [CH3:1][NH2:2].FC(F)(F)S(O[C:9]1[C:10]([Br:27])=[CH:11][C:12]2[CH:18]([CH3:19])[CH2:17][N:16]([C:20](=[O:25])[C:21]([F:24])([F:23])[F:22])[CH2:15][CH2:14][C:13]=2[N:26]=1)(=O)=O.C1COCC1.C([O-])(O)=O.[Na+]>CCOC(C)=O>[Br:27][C:10]1[C:9]([NH:2][CH3:1])=[N:26][C:13]2[CH2:14][CH2:15][N:16]([C:20](=[O:25])[C:21]([F:24])([F:23])[F:22])[CH2:17][CH:18]([CH3:19])[C:12]=2[CH:11]=1 |f:3.4|. Starting materials: CN (methylamine), FC(S(=O)(=O)OC=1C(=CC2=C(CCN(CC2C)C(C(F)(F)F)=O)N1)Br)(F)F (3-bromo-5-methyl-7-(trifluoroacetyl)-6,7,8,9-tetrahydro-5H-pyrido[2,3-d]azepin-2-yl trifluoromethanesulfonate), C1CCOC1 (THF), C(=O)(O)[O-].[Na+] (NaHCO3). Run in CCOC(=O)C (EtOAc). The product is BrC1=CC2=C(CCN(CC2C)C(C(F)(F)F)=O)N=C1NC (3-bromo-N,5-dimethyl-7-(trifluoroacetyl)-6,7,8,9-tetrahydro-5H-pyrido[2,3-d]azepin-2-amine).